describe an organic reaction: reactants, conditions, products, and yield From a dataset of the Open Reaction Database (ORD), a public repository of structured organic reaction records. Reactants: CCCCCCC.C1CCOC1 (n-heptane THF), S(O)(O)(=O)=O (sulphuric acid), CC1=C(C=CC=C1)C(CC)(O)C1=CC=CC=C1 (1-(2-Methylphenyl)-1-phenyl-1-propanol), C(C)(C)O (isopropanol). Run in O (Water). Yields the product CC1=C(C=CC=C1)C(=CC)C1=CC=CC=C1 (1-(2-methylphenyl)-1-phenyl-1-propene). Yield: 93.9%. Reaction SMILES: CCCCCCC.C1COCC1.[CH3:13][C:14]1[CH:19]=[CH:18][CH:17]=[CH:16][C:15]=1[C:20]([C:24]1[CH:29]=[CH:28][CH:27]=[CH:26][CH:25]=1)(O)[CH2:21][CH3:22].C(O)(C)C.S(=O)(=O)(O)O>O>[CH3:13][C:14]1[CH:19]=[CH:18][CH:17]=[CH:16][C:15]=1[C:20]([C:24]1[CH:29]=[CH:28][CH:27]=[CH:26][CH:25]=1)=[CH:21][CH3:22] |f:0.1|. Reported procedure: TLC: rf=0.50 (SiO2; n-heptane/THF=7:3). 1-(2-Methylphenyl)-1-phenyl-1-propanol (10.4 g, 46 mmol) was dissolved into isopropanol (100 ml) and a 4 N sulphuric acid solution (50 ml) was added. The reaction mixture was heated at reflux temperature for 18 h and cooled to room temperature. Water (300 ml) was added and the mixture was extracted with dichloromethane (2×200 ml). The combined organic extracts was washed with a diluted sodium bicarbonate solution, dried (Na2SO4) and the solvent evaporated ... Reactants: FC1=CC=C(C=C1)C(C1CCNCC1)C1=CC=C(C=C1)F (4-[bis(4-fluorophenyl)methyl]piperidine), ClCCOC1=C(C=C(C=C1)C(C)=O)OC (1-[4-(2-chloroethoxy)-3-methoxyphenyl]ethanone), C([O-])([O-])=O.[K+].[K+] (potassium carbonate), [I-].[K+] (potassium iodide). Solvent: C(Cl)(Cl)Cl (chloroform), C(CCC)O (1-butanol), CCCCCC.C(C)(=O)OCC (hexane ethyl acetate). Yields the product FC1=CC=C(C=C1)C(C1CCN(CC1)CCOC1=C(C=C(C=C1)C(C)=O)OC)C1=CC=C(C=C1)F (1-[4-[2-[4-[Bis(4-fluorophenyl)methyl]-1-piperidinyl]ethoxy]-3-methoxyphenyl]ethanone). The yield is 27.0%. Reaction SMILES: [F:1][C:2]1[CH:7]=[CH:6][C:5]([CH:8]([C:15]2[CH:20]=[CH:19][C:18]([F:21])=[CH:17][CH:16]=2)[CH:9]2[CH2:14][CH2:13][NH:12][CH2:11][CH2:10]2)=[CH:4][CH:3]=1.Cl[CH2:23][CH2:24][O:25][C:26]1[CH:31]=[CH:30][C:29]([C:32](=[O:34])[CH3:33])=[CH:28][C:27]=1[O:35][CH3:36].C(=O)([O-])[O-].[K+].[K+].[I-].[K+]>C(O)CCC.CCCCCC.C(OCC)(=O)C.C(Cl)(Cl)Cl>[F:21][C:18]1[CH:17]=[CH:16][C:15]([CH:8]([C:5]2[CH:6]=[CH:7][C:2]([F:1])=[CH:3][CH:4]=2)[CH:9]2[CH2:14][CH2:13][N:12]([CH2:23][CH2:24][O:25][C:26]3[CH:31]=[CH:30][C:29]([C:32](=[O:34])[CH3:33])=[CH:28][C:27]=3[O:35][CH3:36])[CH2:11][CH2:10]2)=[CH:20][CH:19]=1 |f:2.3.4,5.6,8.9|. Procedure details: A mixture of 4-[bis(4-fluorophenyl)methyl]piperidine, 4.88 g (0.017 mole), 1-[4-(2-chloroethoxy)-3-methoxyphenyl]ethanone, 3.86 g (0.017 mole), and potassium carbonate, 5.53 g (0.04 mole) was heated overnight at gentle reflux in 350 ml of 1-butanol containing potassium iodide (0.3 g). The reaction mixture was filtered and stripped to dryness. The dark brown oil obtained was dissolvedin chloroform and extracted with 1N sulfuric acid and 5% sodium hydroxide. The chloroform layer was dried, filtere... RXN SMILES: CCN(C(C)C)C(C)C.CCN=C=NCCCN(C)C.C1C=CC2N(O)N=NC=2C=1.Cl.Cl[CH2:33][C@@H:34]([CH3:54])[CH2:35]/[C:36](=[CH:40]\[C:41]1[CH:46]=[CH:45][C:44]([N:47]2[CH:51]=[C:50]([CH3:52])[N:49]=[CH:48]2)=[C:43]([F:53])[CH:42]=1)/[C:37]([OH:39])=O.Cl.[NH2:56][C@H:57]([C:61]1[CH:66]=[C:65]([F:67])[C:64]([F:68])=[C:63]([F:69])[CH:62]=1)[C@H:58]([OH:60])[CH3:59]>CN(C=O)C.C(OCC)(=O)C>[F:53][C:43]1[CH:42]=[C:41](/[CH:40]=[C:36]2/[C:37](=[O:39])[N:56]([C@H:57]([C:61]3[CH:62]=[C:63]([F:69])[C:64]([F:68])=[C:65]([F:67])[CH:66]=3)[C@H:58]([OH:60])[CH3:59])[CH2:33][C@@H:34]([CH3:54])[CH2:35]/2)[CH:46]=[CH:45][C:44]=1[N:47]1[CH:51]=[C:50]([CH3:52])[N:49]=[CH:48]1 |f:3.4,5.6|. Product: FC=1C=C(C=CC1N1C=NC(=C1)C)\C=C/1\C(N(C[C@H](C1)C)[C@@H]([C@@H](C)O)C1=CC(=C(C(=C1)F)F)F)=O ((E)-(S)-3-{1-[3-fluoro-4-(4-methyl-1H-imidazol-1-yl)phenyl]methylidene}-1-[(1R,2R)-2-hydroxy-1-(3,4,5-trifluorophenyl)propyl]-5-methylpiperidin-2-one). Starting materials: CCN(C(C)C)C(C)C (DIEA), CCN=C=NCCCN(C)C (WSC), C=1C=CC2=C(C1)N=NN2O (HOBT), Cl.ClC[C@H](C\C(\C(=O)O)=C/C1=CC(=C(C=C1)N1C=NC(=C1)C)F)C ((E)-(S)-5-chloro-2-{1-[3-fluoro-4-(4-methyl-1H-imidazol-1-yl)phenyl]methylidene}-4-methylvaleric acid hydrochloride), Cl.N[C@@H]([C@@H](C)O)C1=CC(=C(C(=C1)F)F)F ((1R,2R)-1-amino-1-(3,4,5-trifluorophenyl)propan-2-ol hydrochloride). The yield is 53.9%. Procedure: DIEA (0.47 mL), WSC (257 mg), and HOBT (181 mg) were added to a suspension of (E)-(S)-5-chloro-2-{1-[3-fluoro-4-(4-methyl-1H-imidazol-1-yl)phenyl]methylidene}-4-methylvaleric acid hydrochloride (250 mg) and (1R,2R)-1-amino-1-(3,4,5-trifluorophenyl)propan-2-ol hydrochloride (243 mg) in DMF (5 mL) at room temperature, and the reaction solution was stirred at room temperature for one hour. Ethyl acetate was added to the reaction solution, which was then sequentially washed with saturated sodium bic... Run at time 1 hour. Solvent: CN(C)C=O (DMF), C(C)(=O)OCC (Ethyl acetate). Reactants: O=C([O-])[O-], CI, [K+], [K+], CCOC(=O)c1c[nH]c2cc(C3OCCO3)ccc2c1=O, CN(C)C=O. Yields the product CCOC(=O)c1cn(C)c2cc(C3OCCO3)ccc2c1=O. Reaction SMILES: [C:22](=[O:23])([O-:24])[O-:25].[I:28][CH3:29].[K+:26].[K+:27].[O:1]1[CH:2]([c:6]2[cH:7][cH:8][c:9]3[c:10](=[O:21])[c:11]([C:16](=[O:17])[O:18][CH2:19][CH3:20])[cH:12][nH:13][c:14]3[cH:15]2)[O:3][CH2:4][CH2:5]1.[O:30]=[CH:31][N:32]([CH3:33])[CH3:34]>>[O:1]1[CH:2]([c:6]2[cH:7][cH:8][c:9]3[c:10](=[O:21])[c:11]([C:16](=[O:17])[O:18][CH2:19][CH3:20])[cH:12][n:13]([CH3:22])[c:14]3[cH:15]2)[O:3][CH2:4][CH2:5]1. The reactants are COC(=O)c1ccc(NC(=O)c2cc(F)ccc2Cl)c(OC)c1, [Li+], C1CCOC1, [OH-], O. Yields the product COc1cc(C(=O)O)ccc1NC(=O)c1cc(F)ccc1Cl. RXN SMILES: [CH3:3][O:4][C:5]([c:6]1[cH:7][c:8]([O:23][CH3:24])[c:9]([NH:12][C:13]([c:14]2[c:15]([Cl:21])[cH:16][cH:17][c:18]([F:20])[cH:19]2)=[O:22])[cH:10][cH:11]1)=[O:25].[Li+:2].[O:27]1[CH2:28][CH2:29][CH2:30][CH2:31]1.[OH-:1].[OH2:26]>>[O:4]=[C:5]([c:6]1[cH:7][c:8]([O:23][CH3:24])[c:9]([NH:12][C:13]([c:14]2[c:15]([Cl:21])[cH:16][cH:17][c:18]([F:20])[cH:19]2)=[O:22])[cH:10][cH:11]1)[OH:25].